This data is from the Open Reaction Database (ORD), a public repository of structured organic reaction records. The task is: describe an organic reaction: reactants, conditions, products, and yield The reactants are B, COc1ccc(C(=O)O)cc1[N+](=O)[O-], Cl, C1CCOC1, C1CCOC1. Product: COc1ccc(CO)cc1[N+](=O)[O-]. As a reaction SMILES: [BH3:6].[CH3:7][O:8][c:9]1[c:10]([N+:18](=[O:19])[O-:20])[cH:11][c:12]([C:13](=[O:14])[OH:15])[cH:16][cH:17]1.[ClH:21].[O:1]1[CH2:2][CH2:3][CH2:4][CH2:5]1.[O:22]1[CH2:23][CH2:24][CH2:25][CH2:26]1>>[CH3:7][O:8][c:9]1[c:10]([N+:18](=[O:19])[O-:20])[cH:11][c:12]([CH2:13][OH:14])[cH:16][cH:17]1. Reactants: Oc1ccc(OC(F)(F)F)cc1Br, BrCc1ccccc1, O=C([O-])[O-], CN(C)C=O, CCOC(C)=O, [K+], [K+]. The product is FC(F)(F)Oc1ccc(OCc2ccccc2)c(Br)c1. As a reaction SMILES: [Br:1][c:2]1[c:3]([OH:13])[cH:4][cH:5][c:6]([O:8][C:9]([F:10])([F:11])[F:12])[cH:7]1.[Br:20][CH2:21][c:22]1[cH:23][cH:24][cH:25][cH:26][cH:27]1.[C:14](=[O:15])([O-:16])[O-:17].[CH3:28][N:29]([CH3:30])[CH:31]=[O:32].[CH3:33][CH2:34][O:35][C:36](=[O:37])[CH3:38].[K+:18].[K+:19]>>[Br:1][c:2]1[c:3]([O:13][CH2:21][c:22]2[cH:23][cH:24][cH:25][cH:26][cH:27]2)[cH:4][cH:5][c:6]([O:8][C:9]([F:10])([F:11])[F:12])[cH:7]1. Reactants: COC(=O)c1nc(Br)cc(Br)c1Cl, [N-]=[N+]=[N-], [Na+], CN(C)C=O, O. Product: COC(=O)c1nc(Br)cc(N=[N+]=[N-])c1Cl. Reaction SMILES: [Br:1][c:2]1[c:3]([Cl:13])[c:4]([C:9](=[O:10])[O:11][CH3:12])[n:5][c:6]([Br:8])[cH:7]1.[N-:15]=[N+:16]=[N-:17].[Na+:14].[O:18]=[CH:19][N:20]([CH3:21])[CH3:22].[OH2:23]>>[c:2]1([N:15]=[N+:16]=[N-:17])[c:3]([Cl:13])[c:4]([C:9](=[O:10])[O:11][CH3:12])[n:5][c:6]([Br:8])[cH:7]1. Starting materials: Cl.C(C)OC([C@H](CC1=CC=C(C=C1)OCCC1=CC=C(C=C1)N)OCC)=O (3-{4-[2-(4-aminophenyl)ethoxy]phenyl}-(S)-2-ethoxypropanoic acid ethyl ester hydro chloride), [OH-].[Li+] (Lithium hydroxide). Solvent: O1CCCC1 (tetrahydrofuran), O (Water), O (water). Yields the product Cl.NC1=CC=C(C=C1)CCOC1=CC=C(C=C1)C[C@@H](C(=O)O)OCC (3-{4-[2-(4-aminophenyl)ethoxy]phenyl}-(S)-2-ethoxypropanoic acid hydro chloride). Isolated yield 41.7%. Reaction SMILES: [ClH:1].C([O:4][C:5](=[O:27])[C@@H:6]([O:24][CH2:25][CH3:26])[CH2:7][C:8]1[CH:13]=[CH:12][C:11]([O:14][CH2:15][CH2:16][C:17]2[CH:22]=[CH:21][C:20]([NH2:23])=[CH:19][CH:18]=2)=[CH:10][CH:9]=1)C.[OH-].[Li+]>O1CCCC1.O>[ClH:1].[NH2:23][C:20]1[CH:19]=[CH:18][C:17]([CH2:16][CH2:15][O:14][C:11]2[CH:12]=[CH:13][C:8]([CH2:7][C@H:6]([O:24][CH2:25][CH3:26])[C:5]([OH:27])=[O:4])=[CH:9][CH:10]=2)=[CH:22][CH:21]=1 |f:0.1,2.3,6.7|. Procedure details: Water (200 ml) was added to a solution of 3-{4-[2-(4-aminophenyl)ethoxy]phenyl}-(S)-2-ethoxypropanoic acid ethyl ester hydro chloride (described in Example 41b) (15 g; 42 mmole) in tetrahydrofuran (100 ml). Lithium hydroxide (3.4 g; 84 mmole) dissolved in a small amount of water was added while stirring and then the reaction mixture was stirred at room temperature over night. Tetrahydrofuran was evaporated and the remaining residue was extracted twice with ethyl acetate. The water phase was acid...